This data is from the Open Reaction Database (ORD), a public repository of structured organic reaction records. The task is: describe an organic reaction: reactants, conditions, products, and yield Reactants: compound 337, ClC1=C(C(=O)C=2C=C(C(=O)O)C=CC2C)C=CC(=C1)NC1=C(C=C(C=C1)F)F (3-[2-Chloro-4-(2,4-difluorophenylamino)benzoyl]-4-methylbenzoic acid), C(C1=CC=CC=C1)ON (O-benzyl-hydroxylamine). Yields the product ethyl acetate petroleum ether, C(C1=CC=CC=C1)ONC(C1=CC(=C(C=C1)C)C(C1=C(C=C(C=C1)NC1=C(C=C(C=C1)F)F)Cl)=O)=O (N-benzyloxy-3-[2-chloro-4-(2,4-difluoro-phenylamino)-benzoyl]-4-methyl-benzamide). Procedure details: Compound 424 (100 mg, 0.25 mmol) and O-benzyl-hydroxylamine (80 mg, 0.50 mmol) were treated as described for compound 337. Flash chromatography (ethyl acetate/petroleum ether: graduated from 80/20 to 60/40) provided the title compound. 13C NMR (CDCl3) δ 195.3, 165.8, 159.3 (dd), 155.7 (dd), 148.2, 142.2, 139.8, 135.4, 135.1, 133.8, 131.7, 129.4, 129.1, 128.9, 128.7, 127.8, 124.6 (dd), 124.1 (dd), 116.2, 112.8, 111.7 (dd), 105.0 (dd), 78.5, 20.4 RXN SMILES: [Cl:1][C:2]1[CH:19]=[C:18]([NH:20][C:21]2[CH:26]=[CH:25][C:24]([F:27])=[CH:23][C:22]=2[F:28])[CH:17]=[CH:16][C:3]=1[C:4]([C:6]1[CH:7]=[C:8]([CH:12]=[CH:13][C:14]=1[CH3:15])[C:9](O)=[O:10])=[O:5].[CH2:29]([O:36][NH2:37])[C:30]1[CH:35]=[CH:34][CH:33]=[CH:32][CH:31]=1>>[CH2:29]([O:36][NH:37][C:9](=[O:10])[C:8]1[CH:12]=[CH:13][C:14]([CH3:15])=[C:6]([C:4](=[O:5])[C:3]2[CH:16]=[CH:17][C:18]([NH:20][C:21]3[CH:26]=[CH:25][C:24]([F:27])=[CH:23][C:22]=3[F:28])=[CH:19][C:2]=2[Cl:1])[CH:7]=1)[C:30]1[CH:35]=[CH:34][CH:33]=[CH:32][CH:31]=1. Reactants: CCOC(=O)C(C)(C)Oc1ccc(CCCC2CN(Cc3ccc(C(C)(C)C)cc3)C(=O)N2C)cc1C, [Na+], [OH-]. Product: Cc1cc(CCCC2CN(Cc3ccc(C(C)(C)C)cc3)C(=O)N2C)ccc1OC(C)(C)C(=O)O. Reaction SMILES: [CH2:1]([CH3:2])[O:3][C:4]([C:5]([CH3:6])([CH3:7])[O:8][c:9]1[c:10]([CH3:36])[cH:11][c:12]([CH2:15][CH2:16][CH2:17][CH:18]2[N:19]([CH3:35])[C:20](=[O:34])[N:21]([CH2:23][c:24]3[cH:25][cH:26][c:27]([C:30]([CH3:31])([CH3:32])[CH3:33])[cH:28][cH:29]3)[CH2:22]2)[cH:13][cH:14]1)=[O:37].[Na+:39].[OH-:38]>>[O:3]=[C:4]([C:5]([CH3:6])([CH3:7])[O:8][c:9]1[c:10]([CH3:36])[cH:11][c:12]([CH2:15][CH2:16][CH2:17][CH:18]2[N:19]([CH3:35])[C:20](=[O:34])[N:21]([CH2:23][c:24]3[cH:25][cH:26][c:27]([C:30]([CH3:31])([CH3:32])[CH3:33])[cH:28][cH:29]3)[CH2:22]2)[cH:13][cH:14]1)[OH:37]. Starting materials: C([C@@H](O)C)(=O)OCC (ethyl L-lactate), ICCCCC (1-iodopentane). The solvent is CCOCC (ether). Product: C(CCCC)OC(C(=O)OCC)C (ethyl 2-pentyloxypropionate). The yield is 43.5%. As a reaction SMILES: [C:1]([O:6][CH2:7][CH3:8])(=[O:5])[C@H:2]([CH3:4])[OH:3].I[CH2:10][CH2:11][CH2:12][CH2:13][CH3:14]>CCOCC>[CH2:10]([O:3][CH:2]([CH3:4])[C:1]([O:6][CH2:7][CH3:8])=[O:5])[CH2:11][CH2:12][CH2:13][CH3:14]. Procedure: 98 g of ethyl L-lactate, 313 g of 1-iodopentane and 245 g of freshly prepared Ag2O were stirred at 60°-65° C. for 16 hours, and diluted with ether, followed by removal of insoluble matter by filtration. After distilling off the ether, the reaction liquid was distilled in vacuo to obtain 68 g of ethyl 2-pentyloxypropionate.